Dataset: the Open Reaction Database (ORD), a public repository of structured organic reaction records. Task: describe an organic reaction: reactants, conditions, products, and yield Procedure details: 3-(8-Carboxy-1,4-dihydro-1-phenyl-[1]-benzothiopyrano[4,3-c]pyrazol-3-yl)-2-cyano-3-oxo-N-phenyl-propanamide (0.65 g) dissolved in dimethylformamide (50 ml) is reacted with methyl iodide (0.37 g) in the presence of anhydrous potassium carbonate (0.36 g) under stirring at room temperature for 2 hours. The reaction mixture is diluted with ice water and the precipitate is filtered, dissolved in chloroform and washed with 1N HCl and then with water. Evaporation of the solvent in vacuo gives a residu... Reaction SMILES: [C:1]([C:4]1[CH:5]=[CH:6][C:7]2[S:16][CH2:15][C:14]3[C:13]([C:17](=[O:30])[CH:18]([C:28]#[N:29])[C:19]([NH:21][C:22]4[CH:27]=[CH:26][CH:25]=[CH:24][CH:23]=4)=[O:20])=[N:12][N:11]([C:31]4[CH:36]=[CH:35][CH:34]=[CH:33][CH:32]=4)[C:10]=3[C:8]=2[CH:9]=1)([OH:3])=[O:2].CI.[C:39](=O)([O-])[O-].[K+].[K+]>CN(C)C=O>[C:28]([CH:18]([C:17]([C:13]1[C:14]2[CH2:15][S:16][C:7]3[CH:6]=[CH:5][C:4]([C:1]([O:3][CH3:39])=[O:2])=[CH:9][C:8]=3[C:10]=2[N:11]([C:31]2[CH:32]=[CH:33][CH:34]=[CH:35][CH:36]=2)[N:12]=1)=[O:30])[C:19]([NH:21][C:22]1[CH:27]=[CH:26][CH:25]=[CH:24][CH:23]=1)=[O:20])#[N:29] |f:2.3.4|. Run in ice water, CN(C=O)C (dimethylformamide). Run at time 2 hour. Yields the product C(#N)C(C(=O)NC1=CC=CC=C1)C(=O)C=1C2=C(N(N1)C1=CC=CC=C1)C1=C(SC2)C=CC(=C1)C(=O)OC (2-cyano-3-(1,4-dihydro-8-methoxycarbonyl-1-phenyl-[1]-benzothiopyrano[4,3-c]pyrazol-3-yl)-3-oxo-N-phenyl-propanamide). The reactants are CI (methyl iodide), C([O-])([O-])=O.[K+].[K+] (potassium carbonate), C(=O)(O)C=1C=CC2=C(C1)C=1N(N=C(C1CS2)C(C(C(=O)NC2=CC=CC=C2)C#N)=O)C2=CC=CC=C2 (3-(8-Carboxy-1,4-dihydro-1-phenyl-[1]-benzothiopyrano[4,3-c]pyrazol-3-yl)-2-cyano-3-oxo-N-phenyl-propanamide). Yield: 71.8%. Starting materials: C, COc1cc(C=CC(=O)NC2CCC(C)CC2)ccc1OCCn1ccnc1, CO, [Pd]. The product is COc1cc(CCC(=O)NC2CCC(C)CC2)ccc1OCCn1ccnc1. Reaction SMILES: [C:29].[CH3:1][CH:2]1[CH2:3][CH2:4][CH:5]([NH:8][C:9]([CH:10]=[CH:11][c:12]2[cH:13][c:14]([O:26][CH3:27])[c:15]([O:18][CH2:19][CH2:20][n:21]3[cH:22][n:23][cH:24][cH:25]3)[cH:16][cH:17]2)=[O:28])[CH2:6][CH2:7]1.[CH3:31][OH:32].[Pd:30]>>[CH3:1][CH:2]1[CH2:3][CH2:4][CH:5]([NH:8][C:9]([CH2:10][CH2:11][c:12]2[cH:13][c:14]([O:26][CH3:27])[c:15]([O:18][CH2:19][CH2:20][n:21]3[cH:22][n:23][cH:24][cH:25]3)[cH:16][cH:17]2)=[O:28])[CH2:6][CH2:7]1. The reactants are BrC=1C=C2C=CC(=C(C2=CC1)F)O (6-Bromo-1-fluoronaphthalen-2-ol), BrC=1C=C2C=CC(=C(C2=CC1)F)O (6-Bromo-1-fluoronaphthalen-2-ol), B(O)(O)C1=CC=C(C(=O)O)C=C1 (4-boronobenzoic acid). The product is FC1=C2C=CC(=CC2=CC=C1O)C1=CC=C(C(=O)O)C=C1 (4-(5-fluoro-6-hydroxynaphthalen-2-yl)benzoic acid). RXN SMILES: Br[C:2]1[CH:3]=[C:4]2[C:9](=[CH:10][CH:11]=1)[C:8]([F:12])=[C:7]([OH:13])[CH:6]=[CH:5]2.B([C:17]1[CH:25]=[CH:24][C:20]([C:21]([OH:23])=[O:22])=[CH:19][CH:18]=1)(O)O>>[F:12][C:8]1[C:7]([OH:13])=[CH:6][CH:5]=[C:4]2[C:9]=1[CH:10]=[CH:11][C:2]([C:17]1[CH:25]=[CH:24][C:20]([C:21]([OH:23])=[O:22])=[CH:19][CH:18]=1)=[CH:3]2. Reported procedure: Followed the coupling procedure described in Example 29 starting from 6-bromo-1-fluoronaphthalen-2-ol (Intermediate 13) and 4-boronobenzoic acid. 1H-NMR (DMSO-d6, 300 MHz, TMS): δ 13.04 (b, 1H), 10.23 (b, 1H), 8.29 (s, 1H), 7.91-8.01 (m, 7H), 7.74 (d, 1H). MS (ESI): m/z=281.26 [M−1]−.